From a dataset of the Open Reaction Database (ORD), a public repository of structured organic reaction records. describe an organic reaction: reactants, conditions, products, and yield Reactants: N1=CC=C(C=C1)B(O)O (4-Pyridineboronic acid), Tris(dibenzylidene acetone)dipalladium (0), 2-dicyclohexylphosphine 2′-6′-dimethoxy biphenyl, ClC1=C(C=C(C(=C1)OC(C)C)[N+](=O)[O-])C (1-chloro-2-methyl-4-nitro-5-isopropoxy-benzene), ClC1=C(C=C(C(=C1)OC(C)C)[N+](=O)[O-])C (1-chloro-2-methyl-4-nitro-5-isopropoxy-benzene), [O-]P(=O)([O-])[O-].[K+].[K+].[K+] (K3PO4). Run in O1CCOCC1 (dioxane), O (H2O), N#N (N2), C(C)(=O)OCC (ethyl acetate). Conditions: temperature 150 celsius. Yields the product C(C)(C)OC=1C(=CC(=C(C1)C1=CC=NC=C1)C)[N+](=O)[O-] (4-(5-Isopropoxy-2-methyl-4-nitro-phenyl)-pyridine). RXN SMILES: [N:1]1[CH:6]=[CH:5][C:4](B(O)O)=[CH:3][CH:2]=1.Cl[C:11]1[CH:16]=[C:15]([O:17][CH:18]([CH3:20])[CH3:19])[C:14]([N+:21]([O-:23])=[O:22])=[CH:13][C:12]=1[CH3:24].[O-]P([O-])([O-])=O.[K+].[K+].[K+]>O1CCOCC1.O.N#N.C(OCC)(=O)C>[CH:18]([O:17][C:15]1[C:14]([N+:21]([O-:23])=[O:22])=[CH:13][C:12]([CH3:24])=[C:11]([C:4]2[CH:5]=[CH:6][N:1]=[CH:2][CH:3]=2)[CH:16]=1)([CH3:20])[CH3:19] |f:2.3.4.5|. Procedure: 4-Pyridineboronic acid (147 mg, 1.20 mmol, 1.1 equiv.) is dissolved in a 2:1 v/v mixture of dioxane and H2O (15 mL) and N2 is bubbled through for 5 minutes. Tris(dibenzylidene acetone)dipalladium (0) (100 mg, 0.109 mmol, 0.1 equiv.), 2-dicyclohexylphosphine-2′-6′-dimethoxy biphenyl (112 mg, 0.272 mmol, 0.25 equiv.), 1-chloro-5-isopropoxy-2-methyl-4-nitro-benzene (Intermediate 4, 250 mg, 1.09 mmol, 1.0 equiv.) and K3PO4 (462 mg, 2.18 mmol, 2.0 equiv.) are added under a N2 blanket. The reaction ve... Starting materials: FC1=C(C(=O)C2CCN(CC2)C(C)=O)C=CC(=C1)F (1-[4-(2,4-difluoro-benzoyl)-piperidin-1-yl]-ethanone), C(CS)(=O)OC (methyl thioglycolate), [H-].[Na+] (sodium hydride). Solvent: C1CCOC1 (THF). The product is COC(=O)C1=C(C2=C(S1)C=C(C=C2)F)C2CCN(CC2)C(C)=O (3-(1-Acetyl-piperidin-4-yl)-6-fluoro-benzo[b]thiophene-2-carboxylic acid methyl ester). Yield: 65.1%. Reaction SMILES: F[C:2]1[CH:18]=[C:17]([F:19])[CH:16]=[CH:15][C:3]=1[C:4]([CH:6]1[CH2:11][CH2:10][N:9]([C:12](=[O:14])[CH3:13])[CH2:8][CH2:7]1)=O.[C:20]([O:24][CH3:25])(=[O:23])[CH2:21][SH:22].[H-].[Na+]>C1COCC1>[CH3:25][O:24][C:20]([C:21]1[S:22][C:2]2[CH:18]=[C:17]([F:19])[CH:16]=[CH:15][C:3]=2[C:4]=1[CH:6]1[CH2:11][CH2:10][N:9]([C:12](=[O:14])[CH3:13])[CH2:8][CH2:7]1)=[O:23] |f:2.3|. Procedure: To a stirred solution of 33.6 g (0.126 mol) of 1-[4-(2,4-difluoro-benzoyl)-piperidin-1-yl]-ethanone and 13 mL (145 mol) of methyl thioglycolate in 320 mL dry THF was added 5.8 g (145 mol) of 60% sodium hydride in mineral oil in portions. The reaction mixture was heated to reflux overnight, allowed to cool to room temperature and the solvent removed under reduced pressure. The residue was then partitioned between 300 mL of CH2Cl2 and 200 mL of water. The aqueous layer was further extracted with C...